This data is from the Open Reaction Database (ORD), a public repository of structured organic reaction records. The task is: describe an organic reaction: reactants, conditions, products, and yield The reactants are COC(=O)c1cc(Cl)cc2c1c(C)c(Br)n2C(C)C, O=C([O-])[O-], C1COCCO1, CB1OB(C)OB(C)O1, [K+], [K+]. Yields the product COC(=O)c1cc(Cl)cc2c1c(C)c(C)n2C(C)C. Reaction SMILES: [Br:1][c:2]1[n:3]([CH:17]([CH3:18])[CH3:19])[c:4]2[cH:5][c:6]([Cl:16])[cH:7][c:8]([C:12](=[O:13])[O:14][CH3:15])[c:9]2[c:10]1[CH3:11].[C:29](=[O:30])([O-:31])[O-:32].[CH2:35]1[O:36][CH2:37][CH2:38][O:39][CH2:40]1.[CH3:20][B:21]1[O:22][B:23]([CH3:24])[O:25][B:26]([CH3:27])[O:28]1.[K+:33].[K+:34]>>[c:2]1([CH3:20])[n:3]([CH:17]([CH3:18])[CH3:19])[c:4]2[cH:5][c:6]([Cl:16])[cH:7][c:8]([C:12](=[O:13])[O:14][CH3:15])[c:9]2[c:10]1[CH3:11]. Starting materials: C(C)(C)(C)OC(=O)N[C@H]1C[C@@H]([C@H](C1)C1=CC=CC=C1)CN1CCC(CC1)N(CC=C)C(=O)OCC1=CC=C(C=C1)[N+](=O)[O-] (1-(R)-((t-butoxycarbonyl)amino)-3-(S)-((4-(N-(4-nitrobenzyloxycarbonyl)-N-(allyl)amino)piperidin-1-yl)methyl)-4-(S)-phenylcyclopentane), C1(=CC=CC=C1)CC(=O)Cl (phenylacetyl chloride). Yields the product C(C1=CC=CC=C1)C(=O)N[C@H]1C[C@@H]([C@H](C1)C1=CC=CC=C1)CN1CCC(CC1)N(CC=C)C(=O)OCC1=CC=C(C=C1)[N+](=O)[O-] (1-(R)-((Benzylcarbonyl)amino)-3-(S)-((4-(N-(4-nitrobenzyloxycarbonyl)-N-(allyl)amino)piperidin-1-yl)methyl)-4-(S)-phenylcyclopentane). RXN SMILES: C([O:5][C:6]([NH:8][C@@H:9]1[CH2:13][C@H:12]([C:14]2[CH:19]=[CH:18][CH:17]=[CH:16][CH:15]=2)[C@@H:11]([CH2:20][N:21]2[CH2:26][CH2:25][CH:24]([N:27]([C:31]([O:33][CH2:34][C:35]3[CH:40]=[CH:39][C:38]([N+:41]([O-:43])=[O:42])=[CH:37][CH:36]=3)=[O:32])[CH2:28][CH:29]=[CH2:30])[CH2:23][CH2:22]2)[CH2:10]1)=O)(C)(C)C.[C:44]1([CH2:50]C(Cl)=O)[CH:49]=[CH:48][CH:47]=[CH:46][CH:45]=1>>[CH2:50]([C:6]([NH:8][C@@H:9]1[CH2:13][C@H:12]([C:14]2[CH:15]=[CH:16][CH:17]=[CH:18][CH:19]=2)[C@@H:11]([CH2:20][N:21]2[CH2:22][CH2:23][CH:24]([N:27]([C:31]([O:33][CH2:34][C:35]3[CH:36]=[CH:37][C:38]([N+:41]([O-:43])=[O:42])=[CH:39][CH:40]=3)=[O:32])[CH2:28][CH:29]=[CH2:30])[CH2:25][CH2:26]2)[CH2:10]1)=[O:5])[C:44]1[CH:49]=[CH:48][CH:47]=[CH:46][CH:45]=1. Procedure details: Using essentially the same procedure as in Example 16, Step A and B but substituting 1-(R)-((t-butoxycarbonyl)amino)-3-(S)-((4-(N-(4-nitrobenzyloxycarbonyl)-N-(allyl)amino)piperidin-1-yl)methyl)-4-(S)-phenylcyclopentane from Example 34 in Step A and phenylacetyl chloride in Step B, the title compound was prepared. The reactants are C(C1=CC=CC=C1)NC(C)C1COC2=C(O1)C=CC=C2 (N-benzyl-1-(1,4-benzodioxan-2-yl)ethylamine). The reagents and catalysts are Cl (hydrochloric acid), [Pd] (palladium charcoal). The solvent is CO (methanol). The product is O1C(COC2=C1C=CC=C2)C(C)N (1-(1,4-benzodioxan-2-yl)ethylamine). The yield is 94.5%. As a reaction SMILES: C([NH:8][CH:9]([CH:11]1[O:16][C:15]2[CH:17]=[CH:18][CH:19]=[CH:20][C:14]=2[O:13][CH2:12]1)[CH3:10])C1C=CC=CC=1>CO.Cl.[Pd]>[O:16]1[C:15]2[CH:17]=[CH:18][CH:19]=[CH:20][C:14]=2[O:13][CH2:12][CH:11]1[CH:9]([NH2:8])[CH3:10]. Procedure: In 50 ml of methanol was dissolved 7 g of pure N-benzyl-1-(1,4-benzodioxan-2-yl)ethylamine (i1 '). After adding one drop of ethanolic hydrochloric acid and 0.5 g of 10% palladium charcoal to the solution, and catalytic reduction was performed at normal pressure until the absorption of hydrogen gas stopped. Then, palladium charcoal was filtered away, the filtrate was acidified with the addition of ethanolic hydrochloric acid, and the solvent was distilled off. Then, 20 ml of isopropanol was added... Reactants: COCCBr, O=C([O-])[O-], CN(C)C=O, [K+], [K+], c1cc2[nH]ncc2cc1OC1CCNCC1, [Na+], O=C([O-])O. The product is COCCN1CCC(Oc2ccc3[nH]ncc3c2)CC1. RXN SMILES: [Br:17][CH2:18][CH2:19][O:20][CH3:21].[C:22](=[O:23])([O-:24])[O-:25].[CH3:33][N:34]([CH3:35])[CH:36]=[O:37].[K+:26].[K+:27].[NH:1]1[CH2:2][CH2:3][CH:4]([O:7][c:8]2[cH:9][c:10]3[cH:11][n:12][nH:13][c:14]3[cH:15][cH:16]2)[CH2:5][CH2:6]1.[Na+:28].[OH:29][C:30](=[O:31])[O-:32]>>[N:1]1([CH2:18][CH2:19][O:20][CH3:21])[CH2:2][CH2:3][CH:4]([O:7][c:8]2[cH:9][c:10]3[cH:11][n:12][nH:13][c:14]3[cH:15][cH:16]2)[CH2:5][CH2:6]1. Starting materials: O1CCCC2=CC(=CC=C12)C=C(C(=O)OC)C(C)=O (methyl 2-(chroman-6-ylmethylene)-3-oxobutanoate), Cl.NC(=CC(=O)OCC)N (ethyl 3,3-diaminoacrylate, hydrochloride), CN1CCOCC1 (4-methylmorpholine). The solvent is C(C)(C)O (Isopropanol). Reaction conditions: temperature 90 celsius. The product is NC=1NC(=C(C(C1C(=O)OCC)C=1C=C2CCCOC2=CC1)C(=O)OC)C (3-ethyl 5-methyl 2-amino-4-(chroman-6-yl)-6-methyl-1,4-dihydropyridine-3,5-dicarboxylate). Reaction SMILES: [O:1]1[C:10]2[C:5](=[CH:6][C:7]([CH:11]=[C:12]([C:17](=O)[CH3:18])[C:13]([O:15][CH3:16])=[O:14])=[CH:8][CH:9]=2)[CH2:4][CH2:3][CH2:2]1.Cl.[NH2:21][C:22]([NH2:29])=[CH:23][C:24]([O:26][CH2:27][CH3:28])=[O:25].CN1CCOCC1>C(O)(C)C>[NH2:21][C:22]1[NH:29][C:17]([CH3:18])=[C:12]([C:13]([O:15][CH3:16])=[O:14])[CH:11]([C:7]2[CH:6]=[C:5]3[C:10](=[CH:9][CH:8]=2)[O:1][CH2:2][CH2:3][CH2:4]3)[C:23]=1[C:24]([O:26][CH2:27][CH3:28])=[O:25] |f:1.2|. Reported procedure: A mixture of methyl 2-(chroman-6-ylmethylene)-3-oxobutanoate (8.27 g, 31.8 mmol), ethyl 3,3-diaminoacrylate, hydrochloride (5.29 g, 31.8 mmol) and 4-methylmorpholine (3.49 mL, 31.8 mmol) in Isopropanol (76.0 mL) was heated to 90° C. overnight. The mixture was concentrated, dissolved in ethyl acetate, washed with brine, dried over sodium sulfate, filtered and concentrated to provide crude 3-ethyl 5-methyl 2-amino-4-(chroman-6-yl)-6-methyl-1,4-dihydropyridine-3,5-dicarboxylate which was used witho...